This data is from the Open Reaction Database (ORD), a public repository of structured organic reaction records. The task is: describe an organic reaction: reactants, conditions, products, and yield Reactants: ClC1=NC=CN=C1N1[C@@H](CNCC1)C (2-chloro-3-[(2R)-2-methylpiperazin-1-yl]pyrazine), CN(C/C=C/C1=NC=CC=C1OCCO)C (2-({2-[(1E)-3-(Dimethylamino)prop-1-enyl]pyridin-3-yl}oxy)ethanol). Product: CN(C/C=C/C1=NC=CC=C1OCCOC1=NC=CN=C1N1[C@@H](CNCC1)C)C (2-{2-[{2-[(1E)-3-(Dimethylamino)prop-1-enyl]pyridin-3-yl}oxy]ethoxy}-3-[(2R)-2-methylpiperazin-1-yl]pyrazine). Isolated yield 5.5%. Reaction SMILES: Cl[C:2]1[C:7]([N:8]2[CH2:13][CH2:12][NH:11][CH2:10][C@H:9]2[CH3:14])=[N:6][CH:5]=[CH:4][N:3]=1.[CH3:15][N:16]([CH3:30])[CH2:17]/[CH:18]=[CH:19]/[C:20]1[C:25]([O:26][CH2:27][CH2:28][OH:29])=[CH:24][CH:23]=[CH:22][N:21]=1>>[CH3:30][N:16]([CH3:15])[CH2:17]/[CH:18]=[CH:19]/[C:20]1[C:25]([O:26][CH2:27][CH2:28][O:29][C:2]2[C:7]([N:8]3[CH2:13][CH2:12][NH:11][CH2:10][C@H:9]3[CH3:14])=[N:6][CH:5]=[CH:4][N:3]=2)=[CH:24][CH:23]=[CH:22][N:21]=1. Procedure details: The procedure in Example 18, Step 4, was followed starting from 2-chloro-3-[(2R)-2-methylpiperazin-1-yl]pyrazine* (0.30 g, 1.4 mmol) and 2-({2-[(1E)-3-(dimethylamino)prop-1-enyl]pyridin-3-yl}oxy)ethanol (from Step 2; 0.32 g, 1.5 mmol). The crude product was purified on a column of silica (100 mm, i.d.=30 mm) with CHCl3/MeOH/NH4OH (80:20:0.5; 200 mL, followed by 60:40:1) as eluent to give 0.030 g (5.5%) of the title compound as a light brown oil. HRMS m/z calcd for C21H30N6O2 (M)+ 398.2430. found... The reactants are CC(C)N(C(=O)NC1=CC=C(C=C1)S(=O)(=O)C(F)(F)F)CC1=CN(C2=NC=CC=C21)COCC[Si](C)(C)C (1-propan-2-yl-3-{4-[(trifluoromethyl)sulfonyl]phenyl}-1-[(1-{[2-(trimethylsilyl)ethoxy]methyl}-1H-pyrrolo[2,3-b]pyridin-3-yl)methyl]urea), [F-].C(CCC)[N+](CCCC)(CCCC)CCCC (tetrabutylammonium fluoride), [F-].C(CCC)[N+](CCCC)(CCCC)CCCC (tetrabutylammonium fluoride). Solvent: C1CCOC1 (THF), C1CCOC1 (THF), C1CCOC1 (THF). The product is CC(C)N(C(=O)NC1=CC=C(C=C1)S(=O)(=O)C(F)(F)F)CC1=CNC2=NC=CC=C21 (1-(1-methylethyl)-1-(1H-pyrrolo[2,3-b]pyridin-3-ylmethyl)-3-{4-[(trifluoromethyl)sulfonyl]phenyl}urea). Reaction SMILES: [CH3:1][CH:2]([N:4]([CH2:21][C:22]1[C:30]2[C:25](=[N:26][CH:27]=[CH:28][CH:29]=2)[N:24](COCC[Si](C)(C)C)[CH:23]=1)[C:5]([NH:7][C:8]1[CH:13]=[CH:12][C:11]([S:14]([C:17]([F:20])([F:19])[F:18])(=[O:16])=[O:15])=[CH:10][CH:9]=1)=[O:6])[CH3:3].[F-].C([N+](CCCC)(CCCC)CCCC)CCC>C1COCC1>[CH3:3][CH:2]([N:4]([CH2:21][C:22]1[C:30]2[C:25](=[N:26][CH:27]=[CH:28][CH:29]=2)[NH:24][CH:23]=1)[C:5]([NH:7][C:8]1[CH:9]=[CH:10][C:11]([S:14]([C:17]([F:19])([F:20])[F:18])(=[O:16])=[O:15])=[CH:12][CH:13]=1)=[O:6])[CH3:1] |f:1.2|. Reported procedure: To a solution of 1-propan-2-yl-3-{4-[(trifluoromethyl)sulfonyl]phenyl}-1-[(1-{[2-(trimethylsilyl)ethoxy]methyl}-1H-pyrrolo[2,3-b]pyridin-3-yl)methyl]urea (167 mg, 0.29 mmol) in 1 mL THF was added 1 M tetrabutylammonium fluoride in THF (1.46 mL, 1.46 mmol). The reaction was heated to reflux for 1 h then treated with additional 1M tetrabutylammonium fluoride in THF (0.73 mL, 0.73 mmol). The solution was heated to reflux for 16 h, cooled to ambient temperature, and partitioned between saturated NaH... Reaction conditions: time 2 hour. The solvent is C1CCOC1 (THF). Reported procedure: Into a solution of 2-bromobenzyl alcohol (10.0 g) in THF (100 ml) was added at 0° C. sodium hydride (60%, 2.35 g), and the resulting mixture was stirred at room temperature for 2 hours. 1-Bromopropane (5.8 ml) was added to the reaction mixture, which was stirred at 60° C. for 20 hours. The reaction mixture was mixed with water and was extracted with ethyl acetate. The organic layer was washed with an aqueous saturated solution of sodium chloride and was dried with magnesium sulfate. After concen... As a reaction SMILES: [Br:1][C:2]1[CH:9]=[CH:8][CH:7]=[CH:6][C:3]=1[CH2:4][OH:5].[H-].[Na+].Br[CH2:13][CH2:14][CH3:15].O>C1COCC1>[CH2:13]([O:5][CH2:4][C:3]1[CH:6]=[CH:7][CH:8]=[CH:9][C:2]=1[Br:1])[CH2:14][CH3:15] |f:1.2|. Starting materials: BrC1=C(CO)C=CC=C1 (2-bromobenzyl alcohol), [H-].[Na+] (sodium hydride), O (water), BrCCC (1-Bromopropane). The product is C(CC)OCC1=C(C=CC=C1)Br (2-bromobenzyl propyl ether). Reactants: CC(C)(C)OC(=O)CCNC(=O)CN, CC#N, CCOC(C)=O, Cl, Cl, O=C(O)CCCc1ccc2c(n1)NCCC2. Product: CC(C)(C)OC(=O)CCNC(=O)CNC(=O)CCCc1ccc2c(n1)NCCC2. RXN SMILES: [C:19]([CH3:20])([CH3:21])([CH3:22])[O:23][C:24]([CH2:25][CH2:26][NH:27][C:28]([CH2:29][NH2:30])=[O:31])=[O:32].[CH3:33][C:34]#[N:35].[CH3:36][CH2:37][O:38][C:39]([CH3:40])=[O:41].[ClH:18].[ClH:1].[NH:2]1[CH2:3][CH2:4][CH2:5][c:6]2[cH:7][cH:8][c:9]([CH2:12][CH2:13][CH2:14][C:15](=[O:16])[OH:17])[n:10][c:11]21>>[NH:2]1[CH2:3][CH2:4][CH2:5][c:6]2[cH:7][cH:8][c:9]([CH2:12][CH2:13][CH2:14][C:15](=[O:17])[NH:30][CH2:29][C:28]([NH:27][CH2:26][CH2:25][C:24]([O:23][C:19]([CH3:20])([CH3:21])[CH3:22])=[O:32])=[O:31])[n:10][c:11]21. Reactants: COC(C1=C(C=CC=C1)OCCN1CCC(CC1)C1=CNC2=C(C=CC=C12)Br)=O (2-{2-[4-(7-bromo-1H-indol-3-yl)-piperidin-1-yl]-ethoxy}-benzoic acid methyl ester), crude mixture, [H-].[Na+] (NaH), BrCCOCC (bromoethylethyl ether). Yields the product BrC=1C=CC=C2C(=CN(C12)CCOCC)C1CCN(CC1)CCOC1=C(C(=O)O)C=CC=C1 (2-(2-{4-[7- bromo-1-(2-ethoxy-ethyl)-1H-indol-3-yl]-piperidin-1-yl}-ethoxy)-benzoic acid). As a reaction SMILES: C[O:2][C:3](=[O:29])[C:4]1[CH:9]=[CH:8][CH:7]=[CH:6][C:5]=1[O:10][CH2:11][CH2:12][N:13]1[CH2:18][CH2:17][CH:16]([C:19]2[C:27]3[C:22](=[C:23]([Br:28])[CH:24]=[CH:25][CH:26]=3)[NH:21][CH:20]=2)[CH2:15][CH2:14]1.[H-].[Na+].Br[CH2:33][CH2:34][O:35][CH2:36][CH3:37]>>[Br:28][C:23]1[CH:24]=[CH:25][CH:26]=[C:27]2[C:22]=1[N:21]([CH2:33][CH2:34][O:35][CH2:36][CH3:37])[CH:20]=[C:19]2[CH:16]1[CH2:15][CH2:14][N:13]([CH2:12][CH2:11][O:10][C:5]2[CH:6]=[CH:7][CH:8]=[CH:9][C:4]=2[C:3]([OH:2])=[O:29])[CH2:18][CH2:17]1 |f:1.2|. Procedure: This compound was prepared following the procedure described in Example 138 (part B) starting with 1.4 g (3.1 mmol) of 2-{2-[4-(7-bromo-1H-indol-3-yl)-piperidin-1-yl]-ethoxy}-benzoic acid methyl ester (prepared as in Example 138, part A), 0.16 g (3.7 mmol) of NaH in 60% of mineral oil and 0.42 mL (3.7 mmol) of bromoethylethyl ether. The crude mixture was hydrolised following the procedure described in Example 138 (part C) and purified by chromatography over silica gel affording 0.34 g (28% of yi... The reactants are C(C)OC(CC1=NC=C(C=C1)N)=O (ethyl(5-aminopyridin-2-yl)acetate), O (water), N1=CC=CC=C1 (pyridine), ClC(=O)OCC1=CC=CC=C1 (benzyl chloroformate). Run in O1CCCC1 (tetrahydrofuran). Run at time 3 hour. The product is C(C)OC(CC1=NC=C(C=C1)NC(=O)OCC1=CC=CC=C1)=O (ethyl(5-(((benzyloxy)carbonyl)amino)pyridin-2-yl)acetate). As a reaction SMILES: [CH2:1]([O:3][C:4](=[O:13])[CH2:5][C:6]1[CH:11]=[CH:10][C:9]([NH2:12])=[CH:8][N:7]=1)[CH3:2].N1C=CC=CC=1.Cl[C:21]([O:23][CH2:24][C:25]1[CH:30]=[CH:29][CH:28]=[CH:27][CH:26]=1)=[O:22].O>O1CCCC1>[CH2:1]([O:3][C:4](=[O:13])[CH2:5][C:6]1[CH:11]=[CH:10][C:9]([NH:12][C:21]([O:23][CH2:24][C:25]2[CH:30]=[CH:29][CH:28]=[CH:27][CH:26]=2)=[O:22])=[CH:8][N:7]=1)[CH3:2]. Procedure: To a solution of ethyl(5-aminopyridin-2-yl)acetate (2.0 g) in tetrahydrofuran (30 mL) were successively added pyridine (2.7 mL) and benzyl chloroformate (1.9 mL) in an ice bath, and the mixture was stirred at the same temperature for 3 hr. To the reaction mixture was added water, and the mixture was extracted with ethyl acetate. The obtained organic layer was washed with water and saturated brine, and dried over anhydrous sodium sulfate, and the solvent was evaporated under reduced pressure. The... The reactants are CO, Cl, [Fe], O=C1NC(=O)C(c2ccccc2[N+](=O)[O-])O1. Product: Cl, Nc1ccccc1C1OC(=O)NC1=O. RXN SMILES: [CH3:18][OH:19].[ClH:17].[Fe:20].[N+:1]([O-:2])(=[O:3])[c:4]1[c:5]([CH:10]2[C:11](=[O:16])[NH:12][C:13](=[O:15])[O:14]2)[cH:6][cH:7][cH:8][cH:9]1>>[ClH:17].[NH2:1][c:4]1[c:5]([CH:10]2[C:11](=[O:16])[NH:12][C:13](=[O:15])[O:14]2)[cH:6][cH:7][cH:8][cH:9]1.